Dataset: the Open Reaction Database (ORD), a public repository of structured organic reaction records. Task: describe an organic reaction: reactants, conditions, products, and yield Yields the product Cn1nc(-c2ccc(OC3CCN(C(=O)OC(C)(C)C)CC3)nc2)ccc1=O. As a reaction SMILES: [CH3:30][c:31]1[cH:32][cH:33][cH:34][cH:35][cH:36]1.[Cl:1][c:2]1[cH:3][cH:4][c:5](-[c:8]2[cH:9][cH:10][c:11](=[O:15])[n:12]([CH3:14])[n:13]2)[cH:6][n:7]1.[OH:16][CH:17]1[CH2:18][CH2:19][N:20]([C:23](=[O:24])[O:25][C:26]([CH3:27])([CH3:28])[CH3:29])[CH2:21][CH2:22]1>>[c:2]1([O:16][CH:17]2[CH2:18][CH2:19][N:20]([C:23](=[O:24])[O:25][C:26]([CH3:27])([CH3:28])[CH3:29])[CH2:21][CH2:22]2)[cH:3][cH:4][c:5](-[c:8]2[cH:9][cH:10][c:11](=[O:15])[n:12]([CH3:14])[n:13]2)[cH:6][n:7]1. Starting materials: Cc1ccccc1, Cn1nc(-c2ccc(Cl)nc2)ccc1=O, CC(C)(C)OC(=O)N1CCC(O)CC1. Starting materials: FC1=CC=C(C=C1)[N+](=O)[O-] (4-fluoronitrobenzene), O (water), amine, CN(CCCN)C (3-(dimethylamino) propylamine), [F-].[Na+] (sodium fluoride). Run at temperature 150 celsius. Product: CN(CCCNC1=CC=C(C=C1)[N+](=O)[O-])C (N-(3-dimethylaminopropyl) 4-nitroaniline). Isolated yield 88.0%. Reaction SMILES: F[C:2]1[CH:7]=[CH:6][C:5]([N+:8]([O-:10])=[O:9])=[CH:4][CH:3]=1.[CH3:11][N:12]([CH3:17])[CH2:13][CH2:14][CH2:15][NH2:16].[F-].[Na+].O>>[CH3:11][N:12]([CH3:17])[CH2:13][CH2:14][CH2:15][NH:16][C:2]1[CH:7]=[CH:6][C:5]([N+:8]([O-:10])=[O:9])=[CH:4][CH:3]=1 |f:2.3|. Procedure: 34. In a 125 mL flask were mixed 14.11 g. (0.10 mole) of 4-fluoronitrobenzene, 10.22 g. (0.10 mole) of 3-(dimethylamino) propylamine and 5.00 g. (0.12 mole) of dry sodium fluoride. Upon warming, a reaction began, and after an hour the mixture was heated to 150° C. for an hour. The mixture was cooled below 100° and treated with 400 mL water containing 0.10 mole sodium hydroxide at 60° C. for one hour; it was then chilled to solidify the freed amine and the aqueous phase was decanted off. After th... Yields the product CC[C@@]12C(C=C[C@H]1[C@@H]1CCC3=CC(CC[C@@H]3[C@H]1CC2)=O)=O (18-Methyl-4,15-estradiene-3,17-dione). RXN SMILES: CS(Cl)(=O)=O.O[C@@H:7]1[C@H:13]2[C@H:14]3[C@H:23]([CH2:24][CH2:25][C@:10]2([CH2:11][CH3:12])[C:9](=[O:27])[CH2:8]1)[C@@H:22]1[C:17](=[CH:18][C:19](=[O:26])[CH2:20][CH2:21]1)[CH2:16][CH2:15]3.CN(C)C=O.C([O-])(=O)C.[Na+]>N1C=CC=CC=1>[CH3:12][CH2:11][C@:10]12[CH2:25][CH2:24][C@H:23]3[C@@H:14]([CH2:15][CH2:16][C:17]4[C@@H:22]3[CH2:21][CH2:20][C:19](=[O:26])[CH:18]=4)[C@@H:13]1[CH:7]=[CH:8][C:9]2=[O:27] |f:3.4|. Reported procedure: At 0° C., 77.5 ml of methanesulfonyl chloride is added dropwise within 10 minutes to 250 g of 15α-hydroxy-18-methyl-4-estrene-3,17-dione in 704 ml of pyridine. After 3.5 hours, 350 ml of dimethylformamide and 283 g of anhydrous sodium acetate are added, the mixture is stirred under argon for 20 hours at room temperature, and the reaction mixture is introduced into ice water. The thus-precipitated product is suctioned off, washed with water, and dried under vacuum. For purposes of purification, t... The reactants are ice water, CS(=O)(=O)Cl (methanesulfonyl chloride), O[C@H]1CC([C@]2(CC)[C@@H]1[C@@H]1CCC3=CC(CC[C@@H]3[C@H]1CC2)=O)=O (15α-hydroxy-18-methyl-4-estrene-3,17-dione), CN(C=O)C (dimethylformamide), C(C)(=O)[O-].[Na+] (sodium acetate). Reaction conditions: time 3.5 hour. The solvent is N1=CC=CC=C1 (pyridine). The reactants are Cl.CC1(CC(C(N1)=O)C1CCNCC1)C (5,5-dimethyl-3-(piperidin-4-yl)pyrrolidin-2-one hydrochloride), CN(C)C(=[N+](C)C)ON1C2=C(C=CC=C2)N=N1.[B-](F)(F)(F)F (TBTU), CCN(C(C)C)C(C)C (DIEA), C1(CC1)COC1=C(C=CC(=N1)C(=O)O)N1CC(C1)(F)F (6-cyclopropylmethoxy-5-(3,3-difluoro-azetidin-1-yl)-pyridine-2-carboxylic acid). Product: C1(CC1)COC1=C(C=CC(=N1)C(=O)N1CCC(CC1)C1C(NC(C1)(C)C)=O)N1CC(C1)(F)F (3-{1-[6-Cyclopropylmethoxy-5-(3,3-difluoro-azetidin-1-yl)-pyridine-2-carbonyl]-piperidin-4-yl}-5,5-dimethyl-pyrrolidin-2-one). Reaction SMILES: [CH:1]1([CH2:4][O:5][C:6]2[N:11]=[C:10]([C:12]([OH:14])=O)[CH:9]=[CH:8][C:7]=2[N:15]2[CH2:18][C:17]([F:20])([F:19])[CH2:16]2)[CH2:3][CH2:2]1.Cl.[CH3:22][C:23]1([CH3:35])[NH:27][C:26](=[O:28])[CH:25]([CH:29]2[CH2:34][CH2:33][NH:32][CH2:31][CH2:30]2)[CH2:24]1.CN(C(ON1N=NC2C=CC=CC1=2)=[N+](C)C)C.[B-](F)(F)(F)F.CCN(C(C)C)C(C)C>>[CH:1]1([CH2:4][O:5][C:6]2[N:11]=[C:10]([C:12]([N:32]3[CH2:33][CH2:34][CH:29]([CH:25]4[CH2:24][C:23]([CH3:22])([CH3:35])[NH:27][C:26]4=[O:28])[CH2:30][CH2:31]3)=[O:14])[CH:9]=[CH:8][C:7]=2[N:15]2[CH2:18][C:17]([F:20])([F:19])[CH2:16]2)[CH2:2][CH2:3]1 |f:1.2,3.4|. Reported procedure: In analogy to the procedure described in Example 47 b), 6-cyclopropylmethoxy-5-(3,3-difluoro-azetidin-1-yl)-pyridine-2-carboxylic acid (Example 1 b)) was reacted with 5,5-dimethyl-3-(piperidin-4-yl)pyrrolidin-2-one hydrochloride in the presence of TBTU and DIEA to obtain the title compound as colorless oil; MS (EI): m/e=463.6 [MH+].